From a dataset of the Open Reaction Database (ORD), a public repository of structured organic reaction records. describe an organic reaction: reactants, conditions, products, and yield Reactants: Cl (HCl), BrC1=C(C(=CC(=C1)C)Br)Cl (1,3-dibromo-2-chloro-5-methylbenzene), C(C1=CC=CC=C1)(C1=CC=CC=C1)=N (benzophenone imine), CC(C)([O-])C.[Na+] (sodium tert-butoxide), C1=CC=C(C=C1)P(C2=CC=CC=C2)C3=C(C4=CC=CC=C4C=C3)C5=C(C=CC6=CC=CC=C65)P(C7=CC=CC=C7)C8=CC=CC=C8 ((S)-BINAP). Reagents/catalysts: [Pd] (Pd), C=1C=CC(=CC1)/C=C/C(=O)/C=C/C2=CC=CC=C2.C=1C=CC(=CC1)/C=C/C(=O)/C=C/C2=CC=CC=C2.C=1C=CC(=CC1)/C=C/C(=O)/C=C/C2=CC=CC=C2.[Pd].[Pd] (Pd2(dba)3). The solvent is C1CCOC1 (THF), CCOCC (Et2O), C1(=CC=CC=C1)C (toluene). Run at time 1.5 hour. Product: BrC=1C(=C(N)C=C(C1)C)Cl (3-bromo-2-chloro-5-methylaniline). Isolated yield 43.8%. As a reaction SMILES: [Br:1][C:2]1[CH:7]=[C:6]([CH3:8])[CH:5]=[C:4](Br)[C:3]=1[Cl:10].C(=[NH:24])(C1C=CC=CC=1)C1C=CC=CC=1.CC(C)([O-])C.[Na+].C1C=CC(P(C2C=CC3C(=CC=CC=3)C=2C2C3C(=CC=CC=3)C=CC=2P(C2C=CC=CC=2)C2C=CC=CC=2)C2C=CC=CC=2)=CC=1.Cl>C1(C)C=CC=CC=1.CCOCC.C1COCC1.C1C=CC(/C=C/C(/C=C/C2C=CC=CC=2)=O)=CC=1.C1C=CC(/C=C/C(/C=C/C2C=CC=CC=2)=O)=CC=1.C1C=CC(/C=C/C(/C=C/C2C=CC=CC=2)=O)=CC=1.[Pd].[Pd].[Pd]>[Br:1][C:2]1[C:3]([Cl:10])=[C:4]([CH:5]=[C:6]([CH3:8])[CH:7]=1)[NH2:24] |f:2.3,9.10.11.12.13|. Procedure details: To an Argon sparged solution of 1,3-dibromo-2-chloro-5-methylbenzene (5 g, 17.6 mmol), benzophenone imine (3.1 mL, 18.5 mmol), sodium tert-butoxide (2.53 g, 26.4 mmol) in toluene, (S)-BINAP (1.6 g, 2.6 mmol) and Pd2(dba)3 (0.81 g, 0.88 mmol) were added and the reaction was heated in an oil bath. When the temperature reached 60° C. an exotherm was noted, with reflux of the solvent. Heating was maintained and the reaction was complete after 1.5 hours. The reaction mixture was cooled, diluted with ... The reactants are BrC1=NC=C(C=C1CN)C1=CC=C(C=C1)Cl ([2-bromo-5-(4-chlorophenyl)pyridin-3-yl]methylamine), C[Si](C)(C)C#C (trimethylsilylacetylene). Yields the product ClC1=CC=C(C=C1)C=1C=C(C(=NC1)C#C[Si](C)(C)C)CN ([5-(4-chlorophenyl)-2-trimethylsilanylethynylpyridin-3-yl]methylamine). RXN SMILES: Br[C:2]1[C:7]([CH2:8][NH2:9])=[CH:6][C:5]([C:10]2[CH:15]=[CH:14][C:13]([Cl:16])=[CH:12][CH:11]=2)=[CH:4][N:3]=1.[CH3:17][Si:18]([C:21]#[CH:22])([CH3:20])[CH3:19]>>[Cl:16][C:13]1[CH:14]=[CH:15][C:10]([C:5]2[CH:6]=[C:7]([CH2:8][NH2:9])[C:2]([C:22]#[C:21][Si:18]([CH3:20])([CH3:19])[CH3:17])=[N:3][CH:4]=2)=[CH:11][CH:12]=1. Reported procedure: The product was prepared analogously to Example 7.1c starting from [2-bromo-5-(4-chlorophenyl)pyridin-3-yl]methylamine and trimethylsilylacetylene. Yield: 0.23 g (91% of theoretical); C17H19ClN2Si (M=314.884); calc.: molpeak (M+H)+:315/317 (Cl); found: molpeak (M+H)+:315/317 (Cl). Reactants: Cc1cc(-c2ccc(Cl)cc2)cc(-n2cnc(I)c2)n1, CC1(C)OB(c2ccc(N)nc2)OC1(C)C. Product: Cc1cc(-c2ccc(Cl)cc2)cc(-n2cnc(-c3ccc(N)nc3)c2)n1. As a reaction SMILES: [Cl:1][c:2]1[cH:3][cH:4][c:5](-[c:8]2[cH:9][c:10](-[n:15]3[cH:16][n:17][c:18]([I:20])[cH:19]3)[n:11][c:12]([CH3:14])[cH:13]2)[cH:6][cH:7]1.[NH2:21][c:22]1[n:23][cH:24][c:25]([B:28]2[O:29][C:30]([CH3:31])([CH3:32])[C:33]([CH3:34])([CH3:35])[O:36]2)[cH:26][cH:27]1>>[Cl:1][c:2]1[cH:3][cH:4][c:5](-[c:8]2[cH:9][c:10](-[n:15]3[cH:16][n:17][c:18](-[c:25]4[cH:24][n:23][c:22]([NH2:21])[cH:27][cH:26]4)[cH:19]3)[n:11][c:12]([CH3:14])[cH:13]2)[cH:6][cH:7]1.